describe an organic reaction: reactants, conditions, products, and yield From a dataset of the Open Reaction Database (ORD), a public repository of structured organic reaction records. Starting materials: N[C@H]1[C@@H](CC2=C(C=CC(=C2C1)OC)OC)O (trans-3-amino-1,2,3,4-tetrahydro-5,8-dimethoxy-2-naphthalenol), hydrochloride salt, Cl (hydrogen chloride). The solvent is C(C)(C)O (isopropanol), C(C)(C)O (isopropanol). The product is Cl.N[C@H]1[C@@H](CC2=C(C=CC(=C2C1)OC)OC)O (trans-3-Amino-1,2,3,4-tetrahydro-5,8dimethoxy-2-naphthalenol, hydrochloride). RXN SMILES: [NH2:1][C@@H:2]1[CH2:11][C:10]2[C:5](=[C:6]([O:14][CH3:15])[CH:7]=[CH:8][C:9]=2[O:12][CH3:13])[CH2:4][C@H:3]1[OH:16].[ClH:17]>C(O)(C)C>[ClH:17].[NH2:1][C@@H:2]1[CH2:11][C:10]2[C:5](=[C:6]([O:14][CH3:15])[CH:7]=[CH:8][C:9]=2[O:12][CH3:13])[CH2:4][C@H:3]1[OH:16] |f:3.4|. Procedure details: A solution of 3.7 g of trans-3-amino-1,2,3,4-tetrahydro-5,8-dimethoxy-2-naphthalenol is isopropanol is converted to the hydrochloride salt by adding a solution of hydrogen chloride in isopropanol. The salt is precipitated by adding ether and recrystallized twice from isopropanol to give 1.3 g of the title compound, melting point 213°-216° C. The reactants are N(CCO)CCO (diethanolamine), C(CC)C(C(=O)Cl)CCC (di-n-propylacetyl chloride). Solvent: N1=CC=CC=C1 (pyridine). Yields the product C(CC)C(C(=O)O)CCC.C(CC)C(C(=O)O)CCC.C(CC)C(C(=O)N(CCO)CCO)CCC (N-(di-n-propylacetyl)-diethanolamine bis-(di-n-propylacetate)). Reaction SMILES: [NH:1]([CH2:5][CH2:6][OH:7])[CH2:2][CH2:3][OH:4].[CH2:8]([CH:11]([CH2:15][CH2:16][CH3:17])[C:12](Cl)=[O:13])[CH2:9][CH3:10]>N1C=CC=CC=1>[CH2:8]([CH:11]([CH2:15][CH2:16][CH3:17])[C:12]([OH:4])=[O:13])[CH2:9][CH3:10].[CH2:8]([CH:11]([CH2:15][CH2:16][CH3:17])[C:12]([OH:4])=[O:13])[CH2:9][CH3:10].[CH2:8]([CH:11]([CH2:15][CH2:16][CH3:17])[C:12]([N:1]([CH2:5][CH2:6][OH:7])[CH2:2][CH2:3][OH:4])=[O:13])[CH2:9][CH3:10] |f:3.4.5|. Procedure: Into a perfectly clean and dry flask were introduced 105.1 g (1 mol) of rectified diethanolamine and 1600 ml of anhydrous pyridine. While stirring, 507.4 g (3.12 mols) of di-n-propylacetyl chloride were added in 30 to 45 minutes, care being taken to maintain the temperature below +30° C. The reaction medium was then stirred at room-temperature for 48 hours. Reagents/catalysts: [Pd] (palladium on charcoal). Reaction SMILES: [CH3:1][O:2][C:3]1[CH:13]=[CH:12][C:6]2[C:7]([CH3:11])=[CH:8][CH2:9][O:10][C:5]=2[CH:4]=1.[H][H]>C(O)C.[Pd]>[CH3:1][O:2][C:3]1[CH:13]=[CH:12][C:6]2[CH:7]([CH3:11])[CH2:8][CH2:9][O:10][C:5]=2[CH:4]=1. The product is COC1=CC2=C(C(CCO2)C)C=C1 (2,3-Dihydro-7-methoxy-4-methyl-4H-1-benzopyran). The solvent is C(C)O (ethanol). Reactants: alkene, COC1=CC2=C(C(=CCO2)C)C=C1 (7-Methoxy-4-methyl-2H-1-benzopyran), [H][H] (hydrogen). Procedure details: The alkene mixture of step (b) (29 g) was dissolved in ethanol (300 ml) and hydrogenated in the presence of 5% palladium on charcoal (1.0 g) at 45 psi; until hydrogen uptake had ceased. The catalyst was filtered off through a supercel filter aid and the filtrate was evaporated to give the desired compound 29.2 g (99.4%). NMR and MS analysis were correct for the required compound. Isolated yield 99.6%. The reactants are C1(=CC=C(C=C1)S(=O)(=O)O)C (p-toluene sulfonic acid), C1(CC=CCC1)(CO)CO (3-cyclohexene-1,1-dimethanol), C(OCC)(OCC)OCC (triethyl orthoformate). The solvent is C(C)O (ethyl alcohol). Reaction conditions: temperature 40 celsius. The product is C(C)OC1OCOCC12CC=CCC2 (ethoxy-2,4-dioxa-spiro(5,5)undec-8-en). As a reaction SMILES: [C:1]1([CH3:11])[CH:6]=[CH:5][C:4](S(O)(=O)=O)=[CH:3][CH:2]=1.[C:12]1([CH2:20][OH:21])(CO)CCC=CC1.[CH:22](OCC)([O:26]CC)[O:23][CH2:24]C>C(O)C>[CH2:20]([O:21][CH:11]1[C:1]2([CH2:6][CH2:5][CH:4]=[CH:3][CH2:2]2)[CH2:24][O:23][CH2:22][O:26]1)[CH3:12]. Procedure: For the purpose of producing the compound, a small quantity of p-toluene sulfonic acid was added to 14.2 gm (0.1 mol) of 3-cyclohexene-1,1-dimethanol and 14.8 gm (0.1 mol) of triethyl orthoformate and the mixture was agitated for several hours at 40° C. The ethyl alcohol formed was subsequently distilled off and the residue was worked up in the manner already described. A colorless oil was obtained, boiling point 78° C. at 0.15 torr, nD20 = 1.4758, and had a fruity odor with leather, castoreum a... Starting materials: FC(C1=CC=C(OC2=CC=C(OC(C(=O)Cl)C)C=C2)C=C1)(F)F (α-[4-(4-trifluoromethylphenoxy)phenoxy]propionyl chloride), NC1=CC=CC=C1 (aniline), FC(C1=CC=C(OC2=CC=C(OC(C(=O)O)C)C=C2)C=C1)(F)F (α-[4-(4-trifluoromethylphenoxy)phenoxy]propionic acid), S(=O)(Cl)Cl (thionyl chloride). Run in C1=CC=CC=C1 (benzene), O (water). Run at time 1 hour. Product: FC(C1=CC=C(OC2=CC=C(OC(C(=O)NC3=CC=CC=C3)C)C=C2)C=C1)(F)F (α-[4-(4-Trifluoromethylphenoxy)phenoxy]propionanilide). Yield: 89.6%. RXN SMILES: [F:1][C:2]([F:23])([F:22])[C:3]1[CH:21]=[CH:20][C:6]([O:7][C:8]2[CH:19]=[CH:18][C:11]([O:12][CH:13]([CH3:17])[C:14](Cl)=[O:15])=[CH:10][CH:9]=2)=[CH:5][CH:4]=1.FC(F)(F)C1C=CC(OC2C=CC(OC(C)C(O)=O)=CC=2)=CC=1.S(Cl)(Cl)=O.[NH2:51][C:52]1[CH:57]=[CH:56][CH:55]=[CH:54][CH:53]=1>C1C=CC=CC=1.O>[F:1][C:2]([F:23])([F:22])[C:3]1[CH:21]=[CH:20][C:6]([O:7][C:8]2[CH:19]=[CH:18][C:11]([O:12][CH:13]([CH3:17])[C:14]([NH:51][C:52]3[CH:57]=[CH:56][CH:55]=[CH:54][CH:53]=3)=[O:15])=[CH:10][CH:9]=2)=[CH:5][CH:4]=1. Procedure: 34.5 g of α-[4-(4-trifluoromethylphenoxy)phenoxy]propionyl chloride synthesized by a conventional method (as described in, for example, Synthetic Organic Chemistry, supra) from α-[4-(4-trifluoromethylphenoxy)phenoxy]propionic acid and thionyl chloride was dissolved in 200 ml of benzene, and while maintaining the solution at 20° to 25° C., 19.5 g of aniline was added. The reaction was performed at 30° C. for 1 hour. The reaction product was poured into 300 ml of water to precipitate and washed wi... Starting materials: C[Li] (methyllithium), FC(C(=O)O)(F)F (trifluoroacetic acid), BrC1=CC=C(C=C1)CS(=O)(=O)NCC1=C(C=C(C=C1)OC)OC (C-(4-bromophenyl)-N-(2,4-dimethoxybenzyl)methanesulfonamide), CC(=O)C (acetone). Run in CCCCCC (hexane), C(C)(=O)OCC (ethyl acetate), C1CCOC1 (THF). Run at temperature -78 celsius. Product: COC1=C(CNS(=O)(=O)C(C(C)(C)O)C2=CC=C(C=C2)Br)C=CC(=C1)OC (N-(2,4-Dimethoxybenzyl)-1-(4-bromophenyl)-2-hydroxy-2-methylpropane-1-sulfonamide). Reaction SMILES: [Br:1][C:2]1[CH:7]=[CH:6][C:5]([CH2:8][S:9]([NH:12][CH2:13][C:14]2[CH:19]=[CH:18][C:17]([O:20][CH3:21])=[CH:16][C:15]=2[O:22][CH3:23])(=[O:11])=[O:10])=[CH:4][CH:3]=1.C[Li].[CH3:26][C:27]([CH3:29])=[O:28].FC(F)(F)C(O)=O>C1COCC1.CCCCCC.C(OCC)(=O)C>[CH3:23][O:22][C:15]1[CH:16]=[C:17]([O:20][CH3:21])[CH:18]=[CH:19][C:14]=1[CH2:13][NH:12][S:9]([CH:8]([C:5]1[CH:4]=[CH:3][C:2]([Br:1])=[CH:7][CH:6]=1)[C:27]([OH:28])([CH3:29])[CH3:26])(=[O:10])=[O:11]. Reported procedure: Under inert gas, 28 g of C-(4-bromophenyl)-N-(2,4-dimethoxybenzyl)methanesulfonamide were initially charged in 250 ml of THF, and then, at a temperature of −78° C., 93 ml of a 1.6 N methyllithium solution in hexane were added dropwise and the mixture was left to stir while cooling with ice for 5 minutes. Subsequently, the reaction solution was cooled again to −78° C. and 20 ml of acetone were added. The mixture was allowed to come to room temperature and stirred for 30 minutes. The reaction solu... Starting materials: ClCCl, O=C(OO)c1cccc(Cl)c1, Fc1ccc(-c2nc3n(c2-c2ccncc2)CCS3)cc1. The product is O=S1CCn2c1nc(-c1ccc(F)cc1)c2-c1ccncc1. Reaction SMILES: [CH2:33]([Cl:34])[Cl:35].[Cl:22][c:23]1[cH:24][cH:25][cH:26][c:27]([C:28]([O:29][OH:31])=[O:30])[cH:32]1.[F:1][c:2]1[cH:3][cH:4][c:5](-[c:8]2[n:9][c:10]3[n:14]([c:15]2-[c:16]2[cH:17][cH:18][n:19][cH:20][cH:21]2)[CH2:13][CH2:12][S:11]3)[cH:6][cH:7]1>>[F:1][c:2]1[cH:3][cH:4][c:5](-[c:8]2[n:9][c:10]3[n:14]([c:15]2-[c:16]2[cH:17][cH:18][n:19][cH:20][cH:21]2)[CH2:13][CH2:12][S:11]3=[O:30])[cH:6][cH:7]1. The reactants are CO, Cl, N#Cc1cccc2c1CN(C1CCC(=O)NC1=O)C2=O. Yields the product Cl, NCc1cccc2c1CN(C1CCC(=O)NC1=O)C2=O. Reaction SMILES: [CH3:22][OH:23].[ClH:21].[O:1]=[C:2]1[NH:3][C:4](=[O:20])[CH2:5][CH2:6][CH:7]1[N:8]1[C:9](=[O:19])[c:10]2[cH:11][cH:12][cH:13][c:14]([C:17]#[N:18])[c:15]2[CH2:16]1>>[ClH:21].[O:1]=[C:2]1[NH:3][C:4](=[O:20])[CH2:5][CH2:6][CH:7]1[N:8]1[C:9](=[O:19])[c:10]2[cH:11][cH:12][cH:13][c:14]([CH2:17][NH2:18])[c:15]2[CH2:16]1. Starting materials: C12CCCC(CCC1)B2 (9-borabicyclo[3.3.1]nonane), Cl (HCl). Run in CCOCC (ether), CCCCCC (hexane). Product: ClB1C2CCCC1CCC2 (B-chloro-9-borabicyclo[3.3.1]nonane). The yield is 75.0%. As a reaction SMILES: [CH:1]12[BH:9][CH:5]([CH2:6][CH2:7][CH2:8]1)[CH2:4][CH2:3][CH2:2]2.[ClH:10]>CCOCC.CCCCCC>[Cl:10][B:9]1[CH:5]2[CH2:6][CH2:7][CH2:8][CH:1]1[CH2:2][CH2:3][CH2:4]2. Procedure: The title compound was prepared in 75% yield following the method of Example 1 by treating 9-borabicyclo[3.3.1]nonane (9-BBN, Aldrich Chemical Company, Inc., Milwaukee, Wis.) with anhydrous HCl in ether. 11B NMR δ 79 ppm in hexane, bp 65° C. (0.3 mm).